This data is from the Open Reaction Database (ORD), a public repository of structured organic reaction records. The task is: describe an organic reaction: reactants, conditions, products, and yield Reactants: CCC(C)CN(NC(=O)C(CC(C)C)C(CC=Cc1ccccc1)C(=O)OC(C)(C)C)S(=O)(=O)c1ccc(C)cc1, [Mg]. Product: CCC(C)CNNC(=O)C(CC(C)C)C(CC=Cc1ccccc1)C(=O)OC(C)(C)C. Reaction SMILES: [C:1]([CH3:2])([CH3:3])([CH3:4])[O:5][C:6](=[O:7])[CH:8]([CH2:9][CH:10]=[CH:11][c:12]1[cH:13][cH:14][cH:15][cH:16][cH:17]1)[CH:18]([C:19](=[O:20])[NH:21][N:22]([S:23]([c:24]1[cH:25][cH:26][c:27]([CH3:28])[cH:29][cH:30]1)(=[O:31])=[O:32])[CH2:33][CH:34]([CH2:35][CH3:36])[CH3:37])[CH2:38][CH:39]([CH3:40])[CH3:41].[Mg:42]>>[C:1]([CH3:2])([CH3:3])([CH3:4])[O:5][C:6](=[O:7])[CH:8]([CH2:9][CH:10]=[CH:11][c:12]1[cH:13][cH:14][cH:15][cH:16][cH:17]1)[CH:18]([C:19](=[O:20])[NH:21][NH:22][CH2:33][CH:34]([CH2:35][CH3:36])[CH3:37])[CH2:38][CH:39]([CH3:40])[CH3:41].